From a dataset of the Open Reaction Database (ORD), a public repository of structured organic reaction records. describe an organic reaction: reactants, conditions, products, and yield The reactants are C(C1=CC=CC=C1)OC1=CC=C(C=C1)\C=C\[N+](=O)[O-] (1-(benzyloxy)-4-[(E)-2-nitrovinyl]benzene), O (water), [I-].C[S+](=O)(C)C (Trimethylsulfoxonium iodide), CC(C)(C)[O-].[K+] (t-BuOK). The solvent is CS(=O)C (DMSO), CS(=O)C (DMSO). Reaction conditions: time 6 hour. The product is C(C1=CC=CC=C1)OC1=CC=C(C=C1)[C@H]1[C@@H](C1)[N+](=O)[O-] (1-(benzyloxy)-4-[(trans)-2-nitrocyclopropyl]benzene). Yield: 25.3%. As a reaction SMILES: [I-].C[S+](C)(C)=O.[CH3:7]C([O-])(C)C.[K+].[CH2:13]([O:20][C:21]1[CH:26]=[CH:25][C:24](/[CH:27]=[CH:28]/[N+:29]([O-:31])=[O:30])=[CH:23][CH:22]=1)[C:14]1[CH:19]=[CH:18][CH:17]=[CH:16][CH:15]=1.O>CS(C)=O>[CH2:13]([O:20][C:21]1[CH:26]=[CH:25][C:24]([C@@H:27]2[CH2:7][C@H:28]2[N+:29]([O-:31])=[O:30])=[CH:23][CH:22]=1)[C:14]1[CH:15]=[CH:16][CH:17]=[CH:18][CH:19]=1 |f:0.1,2.3|. Procedure: Trimethylsulfoxonium iodide (0.62 g, 2.82 mmol) was added in portions to a solution of t-BuOK (0.32 g, 2.82 mmol) in dry DMSO (5 mL). After 10 min a solution of 1-(benzyloxy)-4-[(E)-2-nitrovinyl]benzene (0.60 g, 2.35 mmol) in DMSO (5 mL) was transferred via canula and the mixture was stirred at room temperature for 6 h. The reaction was poured over water (10 mL) and extracted with Et2O (3×10 mL); the organic layers were washed with brine (2×15 mL), dried over anhydrous Na2SO4 and filtered. After... Starting materials: CCO, Cl, [K+], CCOC(=O)C(N)C1c2ccccc2Sc2ccccc21, [OH-], O. Product: NC(C(=O)O)C1c2ccccc2Sc2ccccc21. Reaction SMILES: [CH3:25][CH2:26][OH:27].[ClH:1].[K+:24].[NH2:2][CH:3]([C:4](=[O:5])[O:6][CH2:7][CH3:8])[CH:9]1[c:10]2[cH:11][cH:12][cH:13][cH:14][c:15]2[S:16][c:17]2[cH:18][cH:19][cH:20][cH:21][c:22]21.[OH-:23].[OH2:28]>>[NH2:2][CH:3]([C:4](=[O:5])[OH:6])[CH:9]1[c:10]2[cH:11][cH:12][cH:13][cH:14][c:15]2[S:16][c:17]2[cH:18][cH:19][cH:20][cH:21][c:22]21. Reactants: C([O-])(O)=O.[Na+] (sodium bicarbonate), C(C1=CC=CC=C1)[C@H]1C(OC[C@@H](C(O[C@H]([C@@H]1O)C)=O)NC(=O)C1=NC=CC(=C1O)OC)=O (N-[(3S,7R,8R,9S)-7-benzyl-8-hydroxy-9-methyl-2,6-dioxo-1,5-dioxonan-3-yl]-3-hydroxy-4-methoxypyridine-2-carboxamide), C(C1=CC=CC=C1)(=O)OOC(C1=CC=CC=C1)=O (Benzoyl peroxide), CSC (Dimethylsulfide). Solvent: C(C)(=O)OCC (ethyl acetate), C(C)OCC (diethyl ether), C(C)#N (acetonitrile), C(C)(=O)O (acetic acid). Run at temperature 2.5 celsius, time 10 minute. The product is C(C1=CC=CC=C1)[C@H]1C(OC[C@@H](C(O[C@H]([C@@H]1OCSC)C)=O)NC(=O)C1=NC=CC(=C1O)OC)=O (N-{(3S,7R,8R,9S)-7-benzyl-9-methyl-8-[(methylthio)methoxy]-2,6-dioxo-1,5-dioxonan-3-yl}-3-hydroxy-4-methoxypyridine-2-carboxamide). RXN SMILES: [CH2:1]([C@@H:8]1[C@@H:16]([OH:17])[C@H:15]([CH3:18])[O:14][C:13](=[O:19])[C@@H:12]([NH:20][C:21]([C:23]2[C:28]([OH:29])=[C:27]([O:30][CH3:31])[CH:26]=[CH:25][N:24]=2)=[O:22])[CH2:11][O:10][C:9]1=[O:32])[C:2]1[CH:7]=[CH:6][CH:5]=[CH:4][CH:3]=1.[CH3:33][S:34][CH3:35].C(OOC(=O)C1C=CC=CC=1)(=O)C1C=CC=CC=1.C(=O)(O)[O-].[Na+]>C(#N)C.C(OCC)C.C(OCC)(=O)C.C(O)(=O)C>[CH2:1]([C@@H:8]1[C@@H:16]([O:17][CH2:33][S:34][CH3:35])[C@H:15]([CH3:18])[O:14][C:13](=[O:19])[C@@H:12]([NH:20][C:21]([C:23]2[C:28]([OH:29])=[C:27]([O:30][CH3:31])[CH:26]=[CH:25][N:24]=2)=[O:22])[CH2:11][O:10][C:9]1=[O:32])[C:2]1[CH:3]=[CH:4][CH:5]=[CH:6][CH:7]=1 |f:3.4|. Procedure details: Compound 1b (2.0 g, 4.5 mmol) was dissolved in acetonitrile. Dimethylsulfide (6.6 mL) and acetic acid (2 mL) were added and the resulting mixture cooled to 0-5° C. (ice bath) under nitrogen. Benzoyl peroxide (6.36 g, 26 mmol) was added in several portions over 5 hours, then stirred for an additional 10 minutes, and then the reaction mixture was poured into a mixture of ethyl acetate and saturated aq. sodium bicarbonate (100 mL each). The organic phase was separated, rinsed with water, brine (×2)... Reactants: COC(=O)C=1N=CC2=CC=CC(=C2C1O)OC1=CC=CC=C1 (4-hydroxy-5-phenoxy-isoquinoline-3-carboxylic acid methyl ester), BrN1C(CCC1=O)=O (N-bromosuccinimide), C(C1=CC=CC=C1)(=O)OOC(C1=CC=CC=C1)=O (benzoyl peroxide). Solvent: C(Cl)(Cl)(Cl)Cl (CCl4). Conditions: time 2 hour. Product: COC(=O)C=1N=C(C2=CC=CC(=C2C1O)OC1=CC=CC=C1)Br (1-Bromo-4-hydroxy-5-phenoxy-isoquinoline-3-carboxylic acid methyl ester). Yield: 38.8%. Reaction SMILES: [CH3:1][O:2][C:3]([C:5]1[N:6]=[CH:7][C:8]2[C:13]([C:14]=1[OH:15])=[C:12]([O:16][C:17]1[CH:22]=[CH:21][CH:20]=[CH:19][CH:18]=1)[CH:11]=[CH:10][CH:9]=2)=[O:4].[Br:23]N1C(=O)CCC1=O.C(OOC(=O)C1C=CC=CC=1)(=O)C1C=CC=CC=1>C(Cl)(Cl)(Cl)Cl>[CH3:1][O:2][C:3]([C:5]1[N:6]=[C:7]([Br:23])[C:8]2[C:13]([C:14]=1[OH:15])=[C:12]([O:16][C:17]1[CH:22]=[CH:21][CH:20]=[CH:19][CH:18]=1)[CH:11]=[CH:10][CH:9]=2)=[O:4]. Procedure: A mixture of 4-hydroxy-5-phenoxy-isoquinoline-3-carboxylic acid methyl ester (1.55 mmol, 458 mg), N-bromosuccinimide (1.7 mmol, 306 mg), benzoyl peroxide (0.08 mmol, 19 mg), and CCl4 (10 mL) was refluxed with stirring for 2 h. After cooling to ambient temperature the mixture was filtered and the filtrate was concentrated in vacuo. The residue was purified by flash column chromatography on silica gel using hexanes:ethyl acetate=9:1 as the eluent to give the title compound as an off-white solid (2... The reactants are [H][H], COc1cc(C(N)=O)c([N+](=O)[O-])cc1OC, O, O=[Pt]=O. RXN SMILES: [H:17][H:18].[N+:1]([O-:2])(=[O:3])[c:4]1[c:5]([C:6](=[O:7])[NH2:8])[cH:9][c:10]([O:15][CH3:16])[c:11]([O:13][CH3:14])[cH:12]1.[OH2:19].[Pt:20](=[O:21])=[O:22]>>[NH2:1][c:4]1[c:5]([C:6](=[O:7])[NH2:8])[cH:9][c:10]([O:15][CH3:16])[c:11]([O:13][CH3:14])[cH:12]1. The product is COc1cc(N)c(C(N)=O)cc1OC. Reactants: C(C=C)OC(=O)N1C[C@H](C[C@H]1CO)SC=1[C@@H]([C@H]2N(C1C(=O)OCC=C)C([C@@H]2[C@@H](C)O[Si](C)(C)C(C)(C)C)=O)C (allyl(1R,5S,6S)-2-[(3S,5S)-1-allyloxycarbonyl-5-(hydroxymethyl)pyrrolidin-3-yl]thio-6-[(1R)-1-(t-butyldimethylsilyloxy)ethyl]-1-methylcarbapen-2-em-3-carboxylate), C[N+]1(CCOCC1)[O-] (N-methylmorpholine N-oxide), 4A. The reagents and catalysts are [Ru](=O)(=O)(=O)[O-].C(CC)[NH3+].C(CC)[NH3+].C(CC)[NH3+].C(CC)[NH3+].[Ru](=O)(=O)(=O)[O-].[Ru](=O)(=O)(=O)[O-].[Ru](=O)(=O)(=O)[O-] (Tetrakis(n-propylammonium) perruthenate). Run in ClCCl (dichloromethane). Reaction conditions: time 10 minute. Product: C(C=C)OC(=O)N1C[C@H](C[C@H]1C=O)SC=1[C@@H]([C@H]2N(C1C(=O)OCC=C)C([C@@H]2[C@@H](C)O[Si](C)(C)C(C)(C)C)=O)C (allyl(1R,5S,6S)-2-((3S,5S)-1-allyloxycarbonyl-5-formylpyrrolidin-3-yl)thio-6-[(1R)-1-(t-butyldimethylsilyloxy)ethyl]-1-methylcarbapen-2-em-3-carboxylate). The yield is 82.8%. Reaction SMILES: [CH2:1]([O:4][C:5]([N:7]1[C@H:11]([CH2:12][OH:13])[CH2:10][C@H:9]([S:14][C:15]2[C@H:16]([CH3:39])[C@@H:17]3[C@@H:27]([C@H:28]([O:30][Si:31]([C:34]([CH3:37])([CH3:36])[CH3:35])([CH3:33])[CH3:32])[CH3:29])[C:26](=[O:38])[N:18]3[C:19]=2[C:20]([O:22][CH2:23][CH:24]=[CH2:25])=[O:21])[CH2:8]1)=[O:6])[CH:2]=[CH2:3].C[N+]1([O-])CCOCC1>ClCCl.[Ru]([O-])(=O)(=O)=O.C([NH3+])CC.C([NH3+])CC.C([NH3+])CC.C([NH3+])CC.[Ru]([O-])(=O)(=O)=O.[Ru]([O-])(=O)(=O)=O.[Ru]([O-])(=O)(=O)=O>[CH2:1]([O:4][C:5]([N:7]1[C@H:11]([CH:12]=[O:13])[CH2:10][C@H:9]([S:14][C:15]2[C@H:16]([CH3:39])[C@@H:17]3[C@@H:27]([C@H:28]([O:30][Si:31]([C:34]([CH3:37])([CH3:36])[CH3:35])([CH3:32])[CH3:33])[CH3:29])[C:26](=[O:38])[N:18]3[C:19]=2[C:20]([O:22][CH2:23][CH:24]=[CH2:25])=[O:21])[CH2:8]1)=[O:6])[CH:2]=[CH2:3] |f:3.4.5.6.7.8.9.10|. Reported procedure: Tetrakis(n-propylammonium) perruthenate (VII) (45 mg) is added a solution of 871 mg of allyl(1R,5S,6S)-2-[(3S,5S)-1-allyloxycarbonyl-5-(hydroxymethyl)pyrrolidin-3-yl]thio-6-[(1R)-1-(t-butyldimethylsilyloxy)ethyl]-1-methylcarbapen-2-em-3-carboxylate, 272 mg of N-methylmorpholine N-oxide, and 750 mg of 4A active molecular sieves (powder) in 3 ml of dry dichloromethane, and the mixture is stirred in an argon atmosphere at room temperature for 10 min. The reaction solution as such is purified by col... The reactants are C(C=C)OC(=O)C=1C=C(COC[C@H](C#N)NC([C@@H](NC2=CC=CC=C2)CC2=CC(=CC=C2)C)=O)C=CC1 (N-[2-[3-(allyloxycarbonyl)-benzyloxy]-1(S)-cyanoethyl]-3-methyl-Nα-phenyl-L-phenylalaninamide), N1CCOCC1 (morpholine). Run in C1CCOC1 (THF). Conditions: time 10 minute. Product: C(=O)(O)C=1C=C(COC[C@H](C#N)NC([C@@H](NC2=CC=CC=C2)CC2=CC(=CC=C2)C)=O)C=CC1 (N-[2-(3-carboxy-benzyloxy)-1(S)-cyanoethyl]-3-methyl-Nα-phenyl-L-phenylalaninamide). RXN SMILES: C([O:4][C:5]([C:7]1[CH:8]=[C:9]([CH:35]=[CH:36][CH:37]=1)[CH2:10][O:11][CH2:12][C@@H:13]([NH:16][C:17](=[O:34])[C@H:18]([CH2:26][C:27]1[CH:32]=[CH:31][CH:30]=[C:29]([CH3:33])[CH:28]=1)[NH:19][C:20]1[CH:25]=[CH:24][CH:23]=[CH:22][CH:21]=1)[C:14]#[N:15])=[O:6])C=C.N1CCOCC1>C1COCC1>[C:5]([C:7]1[CH:8]=[C:9]([CH:35]=[CH:36][CH:37]=1)[CH2:10][O:11][CH2:12][C@@H:13]([NH:16][C:17](=[O:34])[C@H:18]([CH2:26][C:27]1[CH:32]=[CH:31][CH:30]=[C:29]([CH3:33])[CH:28]=1)[NH:19][C:20]1[CH:25]=[CH:24][CH:23]=[CH:22][CH:21]=1)[C:14]#[N:15])([OH:6])=[O:4]. Procedure: To a solution of N-[2-[3-(allyloxycarbonyl)-benzyloxy]-1(S)-cyanoethyl]-3-methyl-Nα-phenyl-L-phenylalaninamide (12.48 g, 25.11 mmol) in THF (500 mL), is added morpholine (21.9 mL, 251 mmol), and the solution is deoxygenated with bubbling N2 for 5 min. Pd(PPh3)4 is then added in one portion, and the solution is stirred at room temp. for 10 min. Solvent is evaporated, and the residue is dissolved in EtOAc (500 mL), and washed with 1 N HCl (500 mL), brine (200 mL), dried (MgSO4), evaporated and chr...